This data is from the Open Reaction Database (ORD), a public repository of structured organic reaction records. The task is: describe an organic reaction: reactants, conditions, products, and yield The reactants are [BH3-]C#N, [BH3-]C#N, [BH3-]C#N, O=C([O-])O, CO, C[O-], CO, CCOC(C)=O, CC(=O)O, Cl, Cc1cc(C=O)ccc1F, COc1cnc2ccc(=O)n(CCN3CCC(N)CC3)c2c1, [Na+], [Na+], [Na+], [Na+]. The product is Cl, COc1cnc2ccc(=O)n(CCN3CCC(NCc4ccc(F)c(C)c4)CC3)c2c1. As a reaction SMILES: [C:24]([BH3-:25])#[N:26].[C:27]([BH3-:28])#[N:29].[C:46]([BH3-:47])#[N:48].[C:50](=[O:51])([O-:52])[OH:53].[CH3:41][OH:42].[CH3:43][O-:44].[CH3:55][OH:56].[CH3:57][CH2:58][O:59][C:60](=[O:61])[CH3:62].[CH3:63][C:64](=[O:65])[OH:66].[ClH:1].[F:31][c:32]1[c:33]([CH3:40])[cH:34][c:35]([CH:36]=[O:37])[cH:38][cH:39]1.[NH2:2][CH:3]1[CH2:4][CH2:5][N:6]([CH2:9][CH2:10][n:11]2[c:12](=[O:23])[cH:13][cH:14][c:15]3[n:16][cH:17][c:18]([O:21][CH3:22])[cH:19][c:20]23)[CH2:7][CH2:8]1.[Na+:30].[Na+:45].[Na+:49].[Na+:54]>>[ClH:1].[NH:2]([CH:3]1[CH2:4][CH2:5][N:6]([CH2:9][CH2:10][n:11]2[c:12](=[O:23])[cH:13][cH:14][c:15]3[n:16][cH:17][c:18]([O:21][CH3:22])[cH:19][c:20]23)[CH2:7][CH2:8]1)[CH2:36][c:35]1[cH:34][c:33]([CH3:40])[c:32]([F:31])[cH:39][cH:38]1.